Dataset: the Open Reaction Database (ORD), a public repository of structured organic reaction records. Task: describe an organic reaction: reactants, conditions, products, and yield The reactants are CN1N=NN=C1SC1=C/C(/C2=CC=CC=C2C1=O)=N\S(=O)(=O)C1=CC=C(C=C1)C1=CC=CC=C1 ((E)-N-(3-(1-methyl-1H-tetrazol-5-ylthio)-4-oxonaphthalen-1(4H)-ylidene)biphenyl-4-sulfonamide), ClC1=CC=C(C=C1)S(=O)(=O)/N=C/1\C=C(C(C2=CC=CC=C12)=O)Cl ((E)-4-chloro-N-(3-chloro-4-oxonaphthalen-1(4H)-ylidene)-benzenesulfonamide). The product is ClC1=CC=C(C=C1)S(=O)(=O)/N=C/1\C=C(C(C2=CC=CC=C12)=O)SC1=NN=NN1C ((E)-4-chloro-N-(3-(1-methyl-1H-tetrazol-5-ylthio)-4-oxonaphthalen-1(4H)-ylidene) benzenesulfonamide), CN1N=NN=C1SC1=C/C(/C2=CC=CC=C2C1=O)=N\S(=O)(=O)C1=CC=C(C=C1)C1=CC=CC=C1 ((E)-N-(3-(1-methyl-1H-tetrazol-5-ylthio)-4-oxonaphthalen-1(4H)-ylidene)biphenyl-4-sulfonamide). Isolated yield 99.4%. As a reaction SMILES: [CH3:1][N:2]1[C:6]([S:7][C:8]2[C:17](=[O:18])[C:16]3[C:11](=[CH:12][CH:13]=[CH:14][CH:15]=3)/[C:10](=[N:19]/[S:20]([C:23]3[CH:28]=[CH:27][C:26]([C:29]4[CH:34]=[CH:33][CH:32]=[CH:31][CH:30]=4)=[CH:25][CH:24]=3)(=[O:22])=[O:21])/[CH:9]=2)=[N:5][N:4]=[N:3]1.[Cl:35]C1C=CC(S(/N=C2\C=C(Cl)C(=O)C3C\2=CC=CC=3)(=O)=O)=CC=1>>[Cl:35][C:26]1[CH:27]=[CH:28][C:23]([S:20](/[N:19]=[C:10]2\[CH:9]=[C:8]([S:7][C:6]3[N:2]([CH3:1])[N:3]=[N:4][N:5]=3)[C:17](=[O:18])[C:16]3[C:11]\2=[CH:12][CH:13]=[CH:14][CH:15]=3)(=[O:22])=[O:21])=[CH:24][CH:25]=1.[CH3:1][N:2]1[C:6]([S:7][C:8]2[C:17](=[O:18])[C:16]3[C:11](=[CH:12][CH:13]=[CH:14][CH:15]=3)/[C:10](=[N:19]/[S:20]([C:23]3[CH:28]=[CH:27][C:26]([C:29]4[CH:34]=[CH:33][CH:32]=[CH:31][CH:30]=4)=[CH:25][CH:24]=3)(=[O:21])=[O:22])/[CH:9]=2)=[N:5][N:4]=[N:3]1. Procedure details: (E)-4-chloro-N-(3-(1-methyl-1H-tetrazol-5-ylthio)-4-oxonaphthalen-1(4H)-ylidene) benzenesulfonamide (13y) was prepared according to the procedure for 13x except using 12e, affording 88.7 mg (99.4%) title compound as a yellow solid.